This data is from the Open Reaction Database (ORD), a public repository of structured organic reaction records. The task is: describe an organic reaction: reactants, conditions, products, and yield Starting materials: C(C(=O)OCC)(=O)OCC (diethyl oxalate), CC=1C(=C(SC1C)NC(=O)OC(C)(C)C)NC(=O)OC(C)(C)C (di-t-butyl 4,5-dimethylthiophene-2,3-dicarbamate), O (water). The solvent is C(C)(=O)O (acetic acid). Conditions: time 24 hour. Yields the product CC1=C(C2=C(NC(C(N2)=O)=O)S1)C (6,7-Dimethylthieno[2,3-b)pyrazine-2,3(1H,4H)-dione). The yield is 27.0%. Reaction SMILES: [CH3:1][C:2]1[C:3]([NH:16][C:17]([O:19]C(C)(C)C)=O)=[C:4]([NH:8][C:9](OC(C)(C)C)=[O:10])[S:5][C:6]=1[CH3:7].C(OCC)(=O)C(OCC)=O.O>C(O)(=O)C>[CH3:7][C:6]1[S:5][C:4]2[NH:8][C:9](=[O:10])[C:17](=[O:19])[NH:16][C:3]=2[C:2]=1[CH3:1]. Procedure: Crude di-t-butyl 4,5-dimethylthiophene-2,3-dicarbamate (9.7 g) was dissolved in 70 ml of acetic acid and 70 ml of diethyl oxalate and heated at reflux for three hours. 70 ml of water was added to the hot solution to precipitate the product. After 24 hours of stirring at room temperature the title compound was isolated by filtration, recrystallised from ethanol/acetic acid (65:35) to yield 1.5 g (41%) of crystals. M.p.>300° C. MS: 196. 1H-NMR (DMSO-D6, δ): 2.0 (s, 3H), 2.2 (s, 3H), 11.8 (s, 1H), ... Reactants: FC(CCCN1CCNCC1)(C(F)(F)F)F (4-(4,4,5,5,5-pentafluoropentyl)piperazine), CN(C=O)C (dimethylformamide), ClCCOC1=CC=C(C=C1)C1C(CSC2=CC(=CC=C12)OCOC)(C)C1=CC=C(C=C1)OCOC ((3RS,4RS)-4-[4-(2-chloroethyloxy)phenyl]-7-methoxymethyloxy-3-[4-(methoxymethyloxy)phenyl]-3-methyl-thiochroman). The solvent is O (water). Conditions: temperature 80 celsius, time 8 hour. Product: COCOC1=CC=C2C(C(CSC2=C1)(C)C1=CC=C(C=C1)OCOC)C1=CC=C(C=C1)OCCN1CCN(CC1)CCCC(C(F)(F)F)(F)F ((3RS,4RS)-7-methoxymethyloxy-3-[4-(methoxymethyloxy)phenyl]-3-methyl-4-{4-[2-(4-(4,4,5,5,5-pentafluoropentyl)piperazino)ethyloxy]phenyl}thiochroman). Yield: 71.1%. RXN SMILES: [F:1][C:2]([F:16])([C:12]([F:15])([F:14])[F:13])[CH2:3][CH2:4][CH2:5][N:6]1[CH2:11][CH2:10][NH:9][CH2:8][CH2:7]1.CN(C)C=O.Cl[CH2:23][CH2:24][O:25][C:26]1[CH:31]=[CH:30][C:29]([CH:32]2[C:41]3[C:36](=[CH:37][C:38]([O:42][CH2:43][O:44][CH3:45])=[CH:39][CH:40]=3)[S:35][CH2:34][C:33]2([C:47]2[CH:52]=[CH:51][C:50]([O:53][CH2:54][O:55][CH3:56])=[CH:49][CH:48]=2)[CH3:46])=[CH:28][CH:27]=1>O>[CH3:45][O:44][CH2:43][O:42][C:38]1[CH:37]=[C:36]2[C:41]([CH:32]([C:29]3[CH:28]=[CH:27][C:26]([O:25][CH2:24][CH2:23][N:9]4[CH2:8][CH2:7][N:6]([CH2:5][CH2:4][CH2:3][C:2]([F:1])([F:16])[C:12]([F:13])([F:14])[F:15])[CH2:11][CH2:10]4)=[CH:31][CH:30]=3)[C:33]([C:47]3[CH:52]=[CH:51][C:50]([O:53][CH2:54][O:55][CH3:56])=[CH:49][CH:48]=3)([CH3:46])[CH2:34][S:35]2)=[CH:40][CH:39]=1. Reported procedure: Under argon atmosphere 4-(4,4,5,5,5-pentafluoropentyl)piperazine (70 mg, 0.4 mmol) was added to dimethylformamide solution (0.5 ml) of (3RS,4RS)-4-[4-(2-chloroethyloxy)phenyl]-7-methoxymethyloxy-3-[4-(methoxymethyloxy)phenyl]-3-methyl-thiochroman (69 mg, 0.13 mmol) and then stirred for 8 hours at 80° C. After adding water, the reaction solution was extracted with ethyl acetate. The extract was distilled under reduced pressure to remove the solvent and the crude product thus obtained was then pur... The reactants are C(C)(C)(C)OC(=O)N1CC2=CC=CC(=C2CC1)Br (N-tert-butoxycarbonyl-5-bromo-1,2,3,4-tetrahydroisoquinoline), CN(C(C1=C(C=CC(=C1)Cl)N)=O)OC (N-methyl-N-methyloxy-2-amino-5-chlorobenzamide), O (water), C(CCC)[Li] (n-butyl lithium). The yield is 23.3%. Procedure details: In tetrahydrofuran (15 ml) were dissolved N-tert-butoxycarbonyl-5-bromo-1,2,3,4-tetrahydroisoquinoline (0.9 g) and N-methyl-N-methyloxy-2-amino-5-chlorobenzamide (0.68 g). The solution was cooled to −78° C., to which was added dropwise, while stirring, n-butyl lithium (1.6 mol, hexane solution) (9 ml) over 30 minutes. To the reaction mixture was added water (50 ml) to decompose, followed by extraction with ethyl acetate (80 ml). The organic layer was washed with water and dried over anhydrous so... Run in O1CCCC1 (tetrahydrofuran). Yields the product C(C)(C)(C)OC(=O)N1CC2=CC=CC(=C2CC1)C(=O)C1=C(N)C=CC(=C1)Cl (2-(N-tert-butoxycarbonyl-1,2,3,4-tetrahydroisoquinolin-5-yl)carbonyl-4-chloro-aniline). Run at temperature -78 celsius. As a reaction SMILES: [C:1]([O:5][C:6]([N:8]1[CH2:17][CH2:16][C:15]2[C:10](=[CH:11][CH:12]=[CH:13][C:14]=2Br)[CH2:9]1)=[O:7])([CH3:4])([CH3:3])[CH3:2].CN(OC)[C:21](=[O:30])[C:22]1[CH:27]=[C:26]([Cl:28])[CH:25]=[CH:24][C:23]=1[NH2:29].C([Li])CCC.O>O1CCCC1>[C:1]([O:5][C:6]([N:8]1[CH2:17][CH2:16][C:15]2[C:10](=[CH:11][CH:12]=[CH:13][C:14]=2[C:21]([C:22]2[CH:27]=[C:26]([Cl:28])[CH:25]=[CH:24][C:23]=2[NH2:29])=[O:30])[CH2:9]1)=[O:7])([CH3:4])([CH3:3])[CH3:2]. The reactants are diacid chloride, Cl (HCl), CC(CCNC=1C(=CC=CC1)NC1=CC=CC=C1)C (N1 -(3-Methylbutyl)-N2 -phenyl-1,2-benzenediamine), C1(=CC=CC=C1)NN=C(C(=O)Cl)C(=O)Cl ((phenylhydrazono)propandioyl dichloride). The solvent is C1CCOC1 (THF), C1CCOC1 (THF), C1CCOC1 (THF), C1CCOC1 (THF). The product is C1(=CC=CC=C1)NN=C1C(N(C2=C(N(C1=O)CCC(C)C)C=CC=C2)C2=CC=CC=C2)=O (1-(3-Methylbutyl)-5-phenyl-1H-1,5-benzodiazepine-2,3,4-(5H)-trione-3-(phenylhydrazone)). Yield: 96.8%. RXN SMILES: [CH3:1][CH:2]([CH3:19])[CH2:3][CH2:4][NH:5][C:6]1[C:7]([NH:12][C:13]2[CH:18]=[CH:17][CH:16]=[CH:15][CH:14]=2)=[CH:8][CH:9]=[CH:10][CH:11]=1.[C:20]1([NH:26][N:27]=[C:28]([C:32](Cl)=[O:33])[C:29](Cl)=[O:30])[CH:25]=[CH:24][CH:23]=[CH:22][CH:21]=1.Cl>C1COCC1>[C:20]1([NH:26][N:27]=[C:28]2[C:32](=[O:33])[N:5]([CH2:4][CH2:3][CH:2]([CH3:19])[CH3:1])[C:6]3[CH:11]=[CH:10][CH:9]=[CH:8][C:7]=3[N:12]([C:13]3[CH:18]=[CH:17][CH:16]=[CH:15][CH:14]=3)[C:29]2=[O:30])[CH:21]=[CH:22][CH:23]=[CH:24][CH:25]=1. Procedure: Solutions of N1 -(3-Methylbutyl)-N2 -phenyl-1,2-benzenediamine (12.45 g) in dry THF (100 ml) and (phenylhydrazono)propandioyl dichloride (12.0 g) in dry THF (100 ml) were added dropwise concurrently to a flask of dry THF (100 ml) cooled in an ice-methanol bath under nitrogen. After 30 min more diacid chloride (1.0 g) in dry THF (30 ml) was added and the mixture was allowed to warm to 23°. After 24 h the mixture was poured into dilute HCl and extracted with EA. The combined extracts were washed w... Reactants: C(C(=O)Cl)(=O)Cl (Oxalyl chloride), CN(C)C=O (DMF), COC=1C(=C(C(=O)O)C=CC1)[N+](=O)[O-] (3-methoxy-2-nitro benzoic acid). Run in ClCCl (dichloromethane). Run at temperature 25 celsius, time 3 hour. Product: COC=1C(=C(C(=O)Cl)C=CC1)[N+](=O)[O-] (3-methoxy-2-nitrobenzoyl chloride). The yield is 99.7%. As a reaction SMILES: [C:1](Cl)(=O)[C:2]([Cl:4])=[O:3].CN(C=O)C.[CH3:12][O:13][C:14]1[C:15]([N+:23]([O-:25])=[O:24])=C([CH:20]=[CH:21][CH:22]=1)C(O)=O>ClCCl>[CH3:12][O:13][C:14]1[C:15]([N+:23]([O-:25])=[O:24])=[C:1]([CH:20]=[CH:21][CH:22]=1)[C:2]([Cl:4])=[O:3]. Procedure details: Oxalyl chloride (2 mL, 24 mmol) and DMF (0.4 mL) are added to a suspension of 3-methoxy-2-nitro benzoic acid (4 g, 20 mmol) in 200 mL of dichloromethane. The reaction mixture is stirred for 3 hours at 25° C. under nitrogen. The reaction solvents are removed under reduced pressure to yield 3-methoxy-2-nitrobenzoyl chloride (4.3 g, quant.) as a yellow solid. 1H NMR (DMSO): δ7.80 (1H, d, J=8 Hz), 7.65 (1H, t, J=9 Hz), 7.42 (1H, d, J=10 Hz). The reactants are Na ethanolate, [Na] (sodium), C1(CCCCC1)OCC(CC(=O)OCC)=O (ethyl 4-cyclohexyloxy-acetoacetate), C(C=C)Br (allyl bromide). The solvent is C(C)O (ethanol). Run at temperature 50 celsius, time 2 hour. The product is C1(CCCCC1)OCC(=O)C(C(=O)OCC)CC=C (Ethyl 2-(cyclohexyloxyacetyl)-4-pentenoate). As a reaction SMILES: [CH:1]1([O:7][CH2:8][C:9](=[O:16])[CH2:10][C:11]([O:13][CH2:14][CH3:15])=[O:12])[CH2:6][CH2:5][CH2:4][CH2:3][CH2:2]1.[Na].[CH2:18](Br)[CH:19]=[CH2:20]>C(O)C>[CH:1]1([O:7][CH2:8][C:9]([CH:10]([CH2:20][CH:19]=[CH2:18])[C:11]([O:13][CH2:14][CH3:15])=[O:12])=[O:16])[CH2:2][CH2:3][CH2:4][CH2:5][CH2:6]1 |^1:16|. Procedure: 320 g of ethyl 4-cyclohexyloxy-acetoacetate (1.4 mol) are initially introduced into a threenecked flask fitted with a stirrer, dropping funnel, drying tube and reflux condenser, and an Na ethanolate solution prepared from 32 g of sodium (1.4 mol) and 475 g of ethanol is added at 50° C. in the course of 30 minutes. 170 g of allyl bromide (1.4 mol) are then metered in at 50°-60° C. in the course of 30 minutes, while cooling. The mixture is subsequently stirred at 50° C. for 2 hours, the ethanol is... Reactants: SCC(C(=O)N1[C@H](C(=O)O)CCC1)CC1=CC=CC=C1 (1-(3-mercapto-2-benzylpropanoyl)-L-proline), SCCC(=O)N1[C@H](C(=O)O)CCC1 (1-(3-mercaptopropanoyl)-L-proline). Yields the product C(C)NC(=O)SCC(C(=O)N1[C@H](C(=O)O)CCC1)CC1=CC=CC=C1 (1-[3-[[(ethylamino)carbonyl]thio]-2-benzylpropanoyl]-L-proline). As a reaction SMILES: [SH:1][CH2:2][CH:3]([CH2:14][C:15]1[CH:20]=[CH:19][CH:18]=[CH:17][CH:16]=1)[C:4]([N:6]1[CH2:13][CH2:12][CH2:11][C@H:7]1[C:8]([OH:10])=[O:9])=[O:5].SCC[C:24]([N:26]1CCC[C@H:27]1[C:28](O)=O)=[O:25]>>[CH2:27]([NH:26][C:24]([S:1][CH2:2][CH:3]([CH2:14][C:15]1[CH:20]=[CH:19][CH:18]=[CH:17][CH:16]=1)[C:4]([N:6]1[CH2:13][CH2:12][CH2:11][C@H:7]1[C:8]([OH:10])=[O:9])=[O:5])=[O:25])[CH3:28]. Reported procedure: By substituting 1-(3-mercapto-2-benzylpropanoyl)-L-proline for the 1-(3-mercaptopropanoyl)-L-proline in the procedure of Example 65, 1-[3-[[(ethylamino)carbonyl]thio]-2-benzylpropanoyl]-L-proline is obtained. Reactants: O=C1CCC(=O)N1Br, CCCCCCCCCCOC1COC(c2ccccc2)OC1, CCCC(C)C, O=[Ca]. Product: CCCCCCCCCCOC(CBr)COC(=O)c1ccccc1. RXN SMILES: [Br:26][N:27]1[C:28](=[O:29])[CH2:30][CH2:31][C:32]1=[O:33].[CH2:1]([CH2:2][CH2:3][CH2:4][CH2:5][CH2:6][CH2:7][CH2:8][CH2:9][CH3:10])[O:11][CH:12]1[CH2:13][O:14][CH:15]([c:18]2[cH:19][cH:20][cH:21][cH:22][cH:23]2)[O:16][CH2:17]1.[CH3:34][CH2:35][CH2:36][CH:37]([CH3:38])[CH3:39].[O:24]=[Ca:25]>>[CH2:1]([CH2:2][CH2:3][CH2:4][CH2:5][CH2:6][CH2:7][CH2:8][CH2:9][CH3:10])[O:11][CH:12]([CH2:13][Br:26])[CH2:17][O:16][C:15](=[O:14])[c:18]1[cH:19][cH:20][cH:21][cH:22][cH:23]1. Reactants: FC=1C(C2=CC3=CC=CC=C3C2=CC1)=O (2-fluorofluorenone), C1CCOC1 (THF), C1(=CC=CC=C1)[Li] (phenyllithium). Solvent: C1CCCCC1.CCOCC (cyclohexane Et2O). Yields the product FC1=CC=2C(C3=CC=CC=C3C2C=C1)(O)C1=CC=CC=C1 (2-fluoro-9-phenylfluoren-9-ol). Yield: 90.0%. Reaction SMILES: [F:1][C:2]1[C:3](=O)[C:4]2[C:12](=[CH:13][CH:14]=1)[C:11]1[C:6](=[CH:7][CH:8]=[CH:9][CH:10]=1)[CH:5]=2.[C:16]1([Li])[CH:21]=[CH:20][CH:19]=[CH:18][CH:17]=1.C1C[O:26]CC1>C1CCCCC1.CCOCC>[F:1][C:2]1[CH:14]=[CH:13][C:12]2[C:11]3[C:6](=[CH:7][CH:8]=[CH:9][CH:10]=3)[C:5]([C:16]3[CH:21]=[CH:20][CH:19]=[CH:18][CH:17]=3)([OH:26])[C:4]=2[CH:3]=1 |f:3.4|. Procedure details: To a stirred, ice-cooled solution of 2-fluorofluorenone (2.0 g, 10 mmol) in 15 mL of dry THF under N2 was added 10 mL of 2.4 M phenyllithium solution in cyclohexane-Et2O (7:3), keeping T<20° C. The mixture was quenched with water and the product isolated with EtOAc and purified by flash chromatography (7% EtOAc-hexanes) to give 2.52 g (90%) of 2-fluoro-9-phenylfluoren-9-ol. Reactants: C(C1=CC=CC=C1)N1CC2=C(CC1)C(=NN2)O (6-benzyl-4,5,6,7-tetrahydro-1H-pyrazolo[3,4-c]pyridin-3-ol). The reagents and catalysts are [Pd] (palladium on carbon). Run in CO (MeOH). Reaction conditions: time 48 hour. The product is N1N=C(C2=C1CNCC2)O (4,5,6,7-tetrahydro-1H-pyrazolo[3,4-c]pyridin-3-ol). As a reaction SMILES: C([N:8]1[CH2:13][CH2:12][C:11]2[C:14]([OH:17])=[N:15][NH:16][C:10]=2[CH2:9]1)C1C=CC=CC=1>[Pd].CO>[NH:16]1[C:10]2[CH2:9][NH:8][CH2:13][CH2:12][C:11]=2[C:14]([OH:17])=[N:15]1. Reported procedure: A mixture of 6-benzyl-4,5,6,7-tetrahydro-1H-pyrazolo[3,4-c]pyridin-3-ol (2.00 g, 8.72 mmol) and palladium on carbon (0.200 g, 1.88 mmol, Aldrich) in MeOH (100 mL) was stirred under H2 atmosphere for 48 h. The mixture was filtered through Celite® and the filter cake was washed with MeOH. The mixture was concentrated in vacuo. The filter cake was washed with water and the filtrate was concentrated in vacuo. Both fractions contained the title compound. MS (ESI, pos. ion) m/z: 140 (M+1).